From a dataset of the Open Reaction Database (ORD), a public repository of structured organic reaction records. describe an organic reaction: reactants, conditions, products, and yield The reactants are CC(=O)O, CC(=O)[O-], COC(=O)c1ccc(NN)cc1, [Na+]. Yields the product COC(=O)c1ccc(NNC(C)=O)cc1. Reaction SMILES: [C:13]([CH3:14])(=[O:15])[OH:16].[CH3:18][C:19](=[O:20])[O-:21].[NH:1]([NH2:2])[c:3]1[cH:4][cH:5][c:6]([C:7](=[O:8])[O:9][CH3:10])[cH:11][cH:12]1.[Na+:17]>>[NH:1]([NH:2][C:13]([CH3:14])=[O:15])[c:3]1[cH:4][cH:5][c:6]([C:7](=[O:8])[O:9][CH3:10])[cH:11][cH:12]1. The reactants are COC=1C=CC2=C(SC(=C2C(=O)C2=CC=C(C=C2)OCCOC(=O)C2CCCCC2)C2=CC=C(C=C2)OC)C1 ([6-Methoxy-2-(4-methoxyphenyl)benzo[b]thiophen-3-yl][4-(cyclohexanoyloxyethoxy)phenyl]methanone), C(C)S (ethanethiol), [Cl-].[Al+3].[Cl-].[Cl-] (aluminum chloride). The product is OC=1C=CC2=C(SC(=C2C(=O)C2=CC=C(C=C2)OCCOC(=O)C2CCCCC2)C2=CC=C(C=C2)O)C1 ([6-Hydroxy-2-(4-Hydroxyphenyl)benzo[b]thiophen-3-yl][4-(Cyclohexanoyloxyethoxy)phenyl]methanone). Isolated yield 48.0%. RXN SMILES: C[O:2][C:3]1[CH:4]=[CH:5][C:6]2[C:10]([C:11]([C:13]3[CH:18]=[CH:17][C:16]([O:19][CH2:20][CH2:21][O:22][C:23]([CH:25]4[CH2:30][CH2:29][CH2:28][CH2:27][CH2:26]4)=[O:24])=[CH:15][CH:14]=3)=[O:12])=[C:9]([C:31]3[CH:36]=[CH:35][C:34]([O:37]C)=[CH:33][CH:32]=3)[S:8][C:7]=2[CH:39]=1.C(S)C.[Cl-].[Al+3].[Cl-].[Cl-]>>[OH:2][C:3]1[CH:4]=[CH:5][C:6]2[C:10]([C:11]([C:13]3[CH:14]=[CH:15][C:16]([O:19][CH2:20][CH2:21][O:22][C:23]([CH:25]4[CH2:26][CH2:27][CH2:28][CH2:29][CH2:30]4)=[O:24])=[CH:17][CH:18]=3)=[O:12])=[C:9]([C:31]3[CH:32]=[CH:33][C:34]([OH:37])=[CH:35][CH:36]=3)[S:8][C:7]=2[CH:39]=1 |f:2.3.4.5|. Reported procedure: [6-Methoxy-2-(4-methoxyphenyl)benzo[b]thiophen-3-yl][4-(cyclohexanoyloxyethoxy)phenyl]methanone (1.25 g, 2.3 mmol) was converted to the title compound by the procedure of Example 3 using 400 mg (7.0 mmol) of ethanethiol and 920 mg (7.00 mmol) of aluminum chloride (0.92 g, 7.00 mmol). Starting materials: OC=1C=CC2=C(N(C(=N2)COC=2C=C(C(=O)OC)C=CC2)C)C1 (methyl 3-[(6-hydroxy-1-methyl-1H-benzimidazol-2-yl)methoxy]benzoate), C([O-])([O-])=O.[Cs+].[Cs+] (cesium carbonate), ClC=1C=C(C(=NC1)F)F (5-chloro-2,3-difluoropyridine), N1=CC=CC2=CC=C3C=CC=NC3=C12 (1,10-phenanthroline). Reagents/catalysts: [Cu](I)I (copper iodide). The solvent is CN(C)C=O (DMF). Yields the product ClC=1C=C(C(=NC1)OC=1C=CC2=C(N(C(=N2)COC=2C=C(C(=O)OC)C=CC2)C)C1)F (Methyl 3-({6-[(5-chloro-3-fluoropyridin-2-yl)oxy]-1-methyl-1H-benzimidazol-2-yl}methoxy)benzoate). The yield is 69.7%. RXN SMILES: [OH:1][C:2]1[CH:3]=[CH:4][C:5]2[N:9]=[C:8]([CH2:10][O:11][C:12]3[CH:13]=[C:14]([CH:19]=[CH:20][CH:21]=3)[C:15]([O:17][CH3:18])=[O:16])[N:7]([CH3:22])[C:6]=2[CH:23]=1.[Cl:24][C:25]1[CH:26]=[C:27]([F:32])[C:28](F)=[N:29][CH:30]=1.N1C2C(=CC=C3C=2N=CC=C3)C=CC=1.C(=O)([O-])[O-].[Cs+].[Cs+]>[Cu](I)I.CN(C=O)C>[Cl:24][C:25]1[CH:26]=[C:27]([F:32])[C:28]([O:1][C:2]2[CH:3]=[CH:4][C:5]3[N:9]=[C:8]([CH2:10][O:11][C:12]4[CH:13]=[C:14]([CH:19]=[CH:20][CH:21]=4)[C:15]([O:17][CH3:18])=[O:16])[N:7]([CH3:22])[C:6]=3[CH:23]=2)=[N:29][CH:30]=1 |f:3.4.5|. Procedure: The reaction and post-treatment were carried out according to Example (1f) using methyl 3-[(6-hydroxy-1-methyl-1H-benzimidazol-2-yl)methoxy]benzoate produced in Example (1e) (15.6 g, 50.0 mmol), 5-chloro-2,3-difluoropyridine (8.22 g, 55.0 mmol), copper iodide (0.95 g, 5.00 mmol), 1,10-phenanthroline (0.90 g, 5.00 mmol), cesium carbonate (48.9 g, 150 mmol) and DMF (200 mL) to obtain the title compound (15.4 g, 70%) as a white solid. Reactants: CC=1C(NC=NC1)=O (5-methyl-3H-pyrimidin-4-one), P(=O)(Cl)(Cl)Cl (phosphorous oxychloride). Run at temperature 90 celsius. The product is Cl.ClC1=NC=NC=C1C (4-chloro-5-methylpyrimidine hydrochloride). Reaction SMILES: [CH3:1][C:2]1[C:3](=O)[NH:4][CH:5]=[N:6][CH:7]=1.P(Cl)(Cl)([Cl:11])=O>>[ClH:11].[Cl:11][C:3]1[C:2]([CH3:1])=[CH:7][N:6]=[CH:5][N:4]=1 |f:2.3|. Reported procedure: A mixture of 5-methyl-3H-pyrimidin-4-one (0.60 g, 3.6 mmol) and phosphorous oxychloride (2.0 mL) was heated at 90° C. for 2.5 h. The mixture was evaporated to dryness under reduced pressure and the resultant solid was purified by sublimation under reduced pressure to furnish the title compound as a white solid. This compound was unstable to air and was used immediately in the next step. Starting materials: P(=O)([O-])([O-])[O-].[Na+].[Na+].[Na+] (sodium phosphate), Aqueous solution, C([O-])(O)=O.[Na+] (sodium bicarbonate), C(C)(=O)NCCSC1=C(N2C([C@H]([C@H]2C1)C(C)(OC(=O)OCC1=CC=C(C=C1)[N+](=O)[O-])C)=O)C(=O)OCC1=CC=C(C=C1)[N+](=O)[O-] (4-nitrobenzyl (5R,6R)-3-(2-acetamidoethylthio)-6-[1-methyl-1-(4-nitrobenzyloxycarbonyloxy)ethyl]-7-oxo-1-azabicyclo[3.2.0]hept-2-ene-2-carboxylate), P(=O)([O-])([O-])[O-].[Na+].[Na+].[Na+] (sodium phosphate). Reagents/catalysts: [Pd] (palladium on activated carbon). Solvent: O1CCOCC1 (dioxane), O1CCOCC1 (dioxane). Yields the product C(C)(=O)NCCSC1=C(N2C([C@H]([C@H]2C1)C(C)(C)O)=O)C(=O)[O-].[Na+] (sodium (5R,6R)-3-(2-acetamidoethylthio)-6-(1-hydroxy-1-methylethyl)-7-oxo-1-azabicyclo[3.2.0]hept-2-ene-2-carboxylate). RXN SMILES: P([O-])([O-])([O-])=O.[Na+:6].[Na+].[Na+].[C:9]([NH:12][CH2:13][CH2:14][S:15][C:16]1[CH2:22][C@H:21]2[N:18]([C:19](=[O:40])[C@H:20]2[C:23]([CH3:39])([O:25]C(OCC2C=CC([N+]([O-])=O)=CC=2)=O)[CH3:24])[C:17]=1[C:41]([O:43]CC1C=CC([N+]([O-])=O)=CC=1)=[O:42])(=[O:11])[CH3:10].C(=O)(O)[O-].[Na+]>[Pd].O1CCOCC1>[C:9]([NH:12][CH2:13][CH2:14][S:15][C:16]1[CH2:22][C@H:21]2[N:18]([C:19](=[O:40])[C@H:20]2[C:23]([OH:25])([CH3:24])[CH3:39])[C:17]=1[C:41]([O-:43])=[O:42])(=[O:11])[CH3:10].[Na+:6] |f:0.1.2.3,5.6,9.10|. Reported procedure: A mixture of 5% palladium on activated carbon (175 mg), dioxane (12.5 ml) and 1/30M sodium phosphate buffer (pH 7.0, 5.5 ml) was shaken for an hour under a hydrogen atmosphere (40 psi) at ambient temperature. A solution of 4-nitrobenzyl (5R,6R)-3-(2-acetamidoethylthio)-6-[1-methyl-1-(4-nitrobenzyloxycarbonyloxy)ethyl]-7-oxo-1-azabicyclo[3.2.0]hept-2-ene-2-carboxylate (175 mg) in a mixture of dioxane (12 ml) and 1/30M sodium phosphate buffer (pH7.0, 5 ml) was added to the mixture at 0° C. and the...